From a dataset of the Open Reaction Database (ORD), a public repository of structured organic reaction records. describe an organic reaction: reactants, conditions, products, and yield The reactants are N(=O)C1=CC=CC=C1 (nitrosobenzene), C1=CC=CC=C1 (benzene), [Cl-].[Al+3].[Cl-].[Cl-] (aluminum chloride), [C]=O (carbon monoxide). Reagents/catalysts: [Rh] (rhodium on carbon). Run at temperature 190 celsius. Product: C1(=CC=CC=C1)N=C=O (Phenyl isocyanate). As a reaction SMILES: [N:1]([C:3]1C=CC=CC=1)=O.[Cl-].[Al+3].[Cl-].[Cl-].[C]=[O:14].[CH:15]1[CH:20]=[CH:19][CH:18]=[CH:17][CH:16]=1>[Rh]>[C:15]1([N:1]=[C:3]=[O:14])[CH:20]=[CH:19][CH:18]=[CH:17][CH:16]=1 |f:1.2.3.4,^3:12|. Procedure: The procedure of Example 14 is repeated using 12.3 parts of nitrosobenzene, 80 parts of benzene, 5 parts of rhodium on carbon and 0.75 part of aluminum chloride. After carbon monoxide is introduced to a pressure of 3,000 p.s.i., the pressure vessel is heated at 190°C. for 5 hours. Phenyl isocyanate is obtained.